Dataset: the Open Reaction Database (ORD), a public repository of structured organic reaction records. Task: describe an organic reaction: reactants, conditions, products, and yield Reactants: NC(NCCC[C@@H](NC(C(C1=CC=CC=C1)C1=CC=CC=C1)=O)C(=O)NCC1=CC=C(C=C1)CCO)=N[N+](=O)[O-] ((R)-N5 -[Amino(nitroimino)methyl]-N2 -(diphenylacetyl)-N-[[4-(2-hydroxyethyl)-phenyl]methyl]-ornithinamide). Reagents/catalysts: [Pd] (palladium black). Solvent: C(C)(=O)O (acetic acid). Product: C1(=CC=CC=C1)C(C(=O)N[C@H](CCCNC(N)=N)C(=O)NCC1=CC=C(C=C1)CCO)C1=CC=CC=C1 ((R)-N2 -(Diphenylacetyl)-N-[[4-(2-hydroxyethyl)-phenyl]methyl]-argininamide). RXN SMILES: [NH2:1][C:2](=[N:37][N+]([O-])=O)[NH:3][CH2:4][CH2:5][CH2:6][C@H:7]([C:24]([NH:26][CH2:27][C:28]1[CH:33]=[CH:32][C:31]([CH2:34][CH2:35][OH:36])=[CH:30][CH:29]=1)=[O:25])[NH:8][C:9](=[O:23])[CH:10]([C:17]1[CH:22]=[CH:21][CH:20]=[CH:19][CH:18]=1)[C:11]1[CH:16]=[CH:15][CH:14]=[CH:13][CH:12]=1>[Pd].C(O)(=O)C>[C:17]1([CH:10]([C:11]2[CH:16]=[CH:15][CH:14]=[CH:13][CH:12]=2)[C:9]([NH:8][C@@H:7]([C:24]([NH:26][CH2:27][C:28]2[CH:33]=[CH:32][C:31]([CH2:34][CH2:35][OH:36])=[CH:30][CH:29]=2)=[O:25])[CH2:6][CH2:5][CH2:4][NH:3][C:2](=[NH:1])[NH2:37])=[O:23])[CH:18]=[CH:19][CH:20]=[CH:21][CH:22]=1. Procedure details: Prepared analogously to Example 1c) from (R)-N5 -[Amino(nitroimino)methyl]-N2 -(diphenylacetyl)-N-[[4-(2-hydroxyethyl)-phenyl]methyl]-ornithinamide by catalytic hydrogenation in the presence of palladium black and 80% aqueous acetic acid. Starting materials: O=C([O-])O, OB(O)c1cc(-c2cc(Cl)ccc2F)nc2ncccc12, Clc1cncc(Cl)n1, [Na+], CN(C)C=O, O, Cl[Pd]Cl, c1ccc(P(c2ccccc2)c2ccccc2)cc1, c1ccc(P(c2ccccc2)c2ccccc2)cc1. Yields the product Fc1ccc(Cl)cc1-c1cc(-c2cncc(Cl)n2)c2cccnc2n1. As a reaction SMILES: [C:30](=[O:31])([OH:32])[O-:33].[Cl:1][c:2]1[cH:3][cH:4][c:5]([F:21])[c:6](-[c:8]2[n:9][c:10]3[n:11][cH:12][cH:13][cH:14][c:15]3[c:16]([B:18]([OH:19])[OH:20])[cH:17]2)[cH:7]1.[Cl:22][c:23]1[n:24][c:25]([Cl:29])[cH:26][n:27][cH:28]1.[Na+:34].[O:35]=[CH:36][N:37]([CH3:38])[CH3:39].[OH2:40].[Pd:41]([Cl:42])[Cl:43].[c:44]1([P:45]([c:46]2[cH:47][cH:48][cH:49][cH:50][cH:51]2)[c:52]2[cH:53][cH:54][cH:55][cH:56][cH:57]2)[cH:58][cH:59][cH:60][cH:61][cH:62]1.[c:63]1([P:64]([c:65]2[cH:66][cH:67][cH:68][cH:69][cH:70]2)[c:71]2[cH:72][cH:73][cH:74][cH:75][cH:76]2)[cH:77][cH:78][cH:79][cH:80][cH:81]1>>[Cl:1][c:2]1[cH:3][cH:4][c:5]([F:21])[c:6](-[c:8]2[n:9][c:10]3[n:11][cH:12][cH:13][cH:14][c:15]3[c:16](-[c:25]3[n:24][c:23]([Cl:22])[cH:28][n:27][cH:26]3)[cH:17]2)[cH:7]1.